This data is from the Open Reaction Database (ORD), a public repository of structured organic reaction records. The task is: describe an organic reaction: reactants, conditions, products, and yield Starting materials: CCC1C(=O)N(C)c2cnc(-c3ccncc3)nc2N1C1CCCC1, ClCCl, [Na+], [Na+], O=C(OO)c1cccc(Cl)c1, O=S([O-])S(=O)[O-]. The product is CCC1C(=O)N(C)c2cnc(-c3cc[n+]([O-])cc3)nc2N1C1CCCC1. RXN SMILES: [CH:1]1([N:6]2[CH:7]([CH2:24][CH3:25])[C:8](=[O:23])[N:9]([CH3:22])[c:10]3[cH:11][n:12][c:13](-[c:16]4[cH:17][cH:18][n:19][cH:20][cH:21]4)[n:14][c:15]32)[CH2:2][CH2:3][CH2:4][CH2:5]1.[Cl:45][CH2:46][Cl:47].[Na+:43].[Na+:44].[OH:26][O:27][C:28]([c:29]1[cH:30][c:31]([Cl:32])[cH:33][cH:34][cH:35]1)=[O:36].[S:37]([S:38]([O-:39])=[O:40])([O-:41])=[O:42]>>[CH:1]1([N:6]2[CH:7]([CH2:24][CH3:25])[C:8](=[O:23])[N:9]([CH3:22])[c:10]3[cH:11][n:12][c:13](-[c:16]4[cH:17][cH:18][n+:19]([O-:26])[cH:20][cH:21]4)[n:14][c:15]32)[CH2:2][CH2:3][CH2:4][CH2:5]1. The reactants are [OH-].[Li+] (Lithium hydroxide), CC1=CC=C(C=N1)NC1=CC=C(N=N1)C=1C=C2CCC(C(C2=CC1)=O)(CC(F)(F)F)CC(=O)OCC (Ethyl 2-(6-(6-(6-methylpyridin-3-ylamino)pyridazin-3-yl)-1-oxo-2-(2,2,2-trifluoroethyl)-1,2,3,4-tetrahydro-naphthalen-2-yl)acetate). Reported procedure: Lithium hydroxide (0.042 g, 1 mmol) was added to a solution of 22B1 (0.125 g, 0.25 mmol) in 6 mL of ethanol-water (3:1) mixture, and the reaction mixture was stirred at room temperature for 8 h. After the solvent was removed in vacuo, the residue was dissolved in water. The aqueous layer was acidified by addition of saturated solution of citric acid until pH 4 was attained. The resulting solution was cooled to 0° C., and solids obtained were filtered off and dried under vacuum to afford the titl... The solvent is C(C)O.O (ethanol water). Product: CC1=CC=C(C=N1)NC1=CC=C(N=N1)C=1C=C2CCC(C(C2=CC1)=O)(CC(F)(F)F)CC(=O)O (2-(6-(6-(6-methylpyridin-3-ylamino)pyridazin-3-yl)-1-oxo-2-(2,2,2-trifluoroethyl)-1,2,3,4-tetrahydronaphtha-len-2-yl)acetic acid). Run at time 8 hour. As a reaction SMILES: [OH-].[Li+].[CH3:3][C:4]1[N:9]=[CH:8][C:7]([NH:10][C:11]2[N:16]=[N:15][C:14]([C:17]3[CH:18]=[C:19]4[C:24](=[CH:25][CH:26]=3)[C:23](=[O:27])[C:22]([CH2:33][C:34]([O:36]CC)=[O:35])([CH2:28][C:29]([F:32])([F:31])[F:30])[CH2:21][CH2:20]4)=[CH:13][CH:12]=2)=[CH:6][CH:5]=1>C(O)C.O>[CH3:3][C:4]1[N:9]=[CH:8][C:7]([NH:10][C:11]2[N:16]=[N:15][C:14]([C:17]3[CH:18]=[C:19]4[C:24](=[CH:25][CH:26]=3)[C:23](=[O:27])[C:22]([CH2:33][C:34]([OH:36])=[O:35])([CH2:28][C:29]([F:31])([F:32])[F:30])[CH2:21][CH2:20]4)=[CH:13][CH:12]=2)=[CH:6][CH:5]=1 |f:0.1,3.4|. Isolated yield 89.3%. The reactants are COC1=C(C=C(C(=C1)Br)F)[N+](=O)[O-] (5-bromo-4-fluoro-2-nitrophenyl methyl ether), CC(C)N1CCNCC1 (1-(1-methylethyl)piperazine), CC1(C2=C(C(=CC=C2)P(C3=CC=CC=C3)C4=CC=CC=C4)OC5=C(C=CC=C51)P(C6=CC=CC=C6)C7=CC=CC=C7)C (XANTPHOS), C(=O)([O-])[O-].[Cs+].[Cs+] (Cs2CO3). Reagents/catalysts: C=1C=CC(=CC1)/C=C/C(=O)/C=C/C2=CC=CC=C2.C=1C=CC(=CC1)/C=C/C(=O)/C=C/C2=CC=CC=C2.C=1C=CC(=CC1)/C=C/C(=O)/C=C/C2=CC=CC=C2.[Pd].[Pd] (Pd2(dba)3). Run in C(C)(=O)OCC (Ethyl acetate), O (water), O1CCOCC1 (dioxane). Conditions: temperature 100 celsius, time 18 hour. The product is FC1=C(C=C(C(=C1)[N+](=O)[O-])OC)N1CCN(CC1)C(C)C (1-[2-fluoro-5-(methyloxy)-4-nitrophenyl]-4-(1-methylethyl)piperazine). Isolated yield 69.4%. RXN SMILES: [CH3:1][O:2][C:3]1[CH:8]=[C:7](Br)[C:6]([F:10])=[CH:5][C:4]=1[N+:11]([O-:13])=[O:12].[CH3:14][CH:15]([N:17]1[CH2:22][CH2:21][NH:20][CH2:19][CH2:18]1)[CH3:16].CC1(C)C2C(=C(P(C3C=CC=CC=3)C3C=CC=CC=3)C=CC=2)OC2C(P(C3C=CC=CC=3)C3C=CC=CC=3)=CC=CC1=2.C([O-])([O-])=O.[Cs+].[Cs+]>O1CCOCC1.C1C=CC(/C=C/C(/C=C/C2C=CC=CC=2)=O)=CC=1.C1C=CC(/C=C/C(/C=C/C2C=CC=CC=2)=O)=CC=1.C1C=CC(/C=C/C(/C=C/C2C=CC=CC=2)=O)=CC=1.[Pd].[Pd].O.C(OCC)(=O)C>[F:10][C:6]1[CH:5]=[C:4]([N+:11]([O-:13])=[O:12])[C:3]([O:2][CH3:1])=[CH:8][C:7]=1[N:20]1[CH2:21][CH2:22][N:17]([CH:15]([CH3:16])[CH3:14])[CH2:18][CH2:19]1 |f:3.4.5,7.8.9.10.11|. Procedure: To 5-bromo-4-fluoro-2-nitrophenyl methyl ether (4.0 g, 16.0 mmol) in dioxane (150 mL) was added 1-(1-methylethyl)piperazine (4.1 g, 32.0 mmol), XANTPHOS (0.9 g, 1.6 mmol), and Cs2CO3 (10.4 g, 32.0 mmol). The mixture was bubbled with N2 for 15 min prior to the addition of Pd2(dba)3 (0.7 g, 0.8 mmol). The reaction was stirred at 100° C. for 18 h. Ethyl acetate (100 mL) was used to dilute the reaction mixture, followed by the addition of water (80 mL). After partitioning, extraction with Ethyl acet... As a reaction SMILES: [CH3:24][N:25]([CH3:26])[P:27](=[O:28])([N:29]([CH3:30])[CH3:31])[N:32]([CH3:33])[CH3:34].[F:14][c:15]1[c:16]([N:21]=[C:22]=[S:23])[cH:17][cH:18][cH:19][cH:20]1.[NH2:1][c:2]1[s:3][cH:4][c:5]([C:7]([C:8](=[O:9])[O:10][CH2:11][CH3:12])=[O:13])[n:6]1>>[NH:1]([c:2]1[s:3][cH:4][c:5]([C:7]([C:8](=[O:9])[O:10][CH2:11][CH3:12])=[O:13])[n:6]1)[C:22]([NH:21][c:16]1[c:15]([F:14])[cH:20][cH:19][cH:18][cH:17]1)=[S:23]. Starting materials: CN(C)P(=O)(N(C)C)N(C)C, Fc1ccccc1N=C=S, CCOC(=O)C(=O)c1csc(N)n1. Product: CCOC(=O)C(=O)c1csc(NC(=S)Nc2ccccc2F)n1. Starting materials: [OH-].[Na+] (sodium hydroxide), CC1(CC(C2=C(N=C(S2)NC(=O)NC)C1)(C)C)C (N-(5,5,7,7-tetramethyl-4,5,6,7-tetrahydrobenzothiazol-2-yl)-N'-methylurea), C1OCOCO1 (s-trioxane), S(O)(O)(=O)=O (sulfuric acid). Solvent: O (water). Run at temperature 5 celsius, time 16 hour. Product: CC1(CC(C2=C(N=C(S2)N2COCN(C2=O)C)C1)(C)C)C (3-(5,5,7,7-tetramethyl-4,5,6,7-tetrahydro-benzothiazol-2-yl)-5methyltetrahydro-1,3,5-oxadiazin-4-one). Reaction SMILES: [CH3:1][C:2]1([CH3:18])[CH2:15][C:6]2[N:7]=[C:8]([NH:10][C:11]([NH:13][CH3:14])=[O:12])[S:9][C:5]=2[C:4]([CH3:17])([CH3:16])[CH2:3]1.[CH2:19]1[O:24][CH2:23]OCO1.S(=O)(=O)(O)O.[OH-].[Na+]>O>[CH3:1][C:2]1([CH3:18])[CH2:15][C:6]2[N:7]=[C:8]([N:10]3[C:11](=[O:12])[N:13]([CH3:14])[CH2:23][O:24][CH2:19]3)[S:9][C:5]=2[C:4]([CH3:17])([CH3:16])[CH2:3]1 |f:3.4|. Procedure details: Sulfuric acid, 85% concentration (40 grams) was charged into a glass reaction vessel fitted with a mechanical stirrer and a thermometer and was cooled to about 5° C. N-(5,5,7,7-tetramethyl-4,5,6,7-tetrahydrobenzothiazol-2-yl)-N'-methylurea (4.1 grams; 0.015 mole) and s-trioxane (1.4 grams, 0.015 mole) were added portionwise, with stirring, to the cold sulfuric acid. Stirring was continued for a period of about 16 hours at a temperature of about 20°-25° C. The reaction mixture was then diluted 1:...